This data is from the Open Reaction Database (ORD), a public repository of structured organic reaction records. The task is: describe an organic reaction: reactants, conditions, products, and yield The reactants are C(C)(CC)[Li] (sec-Butyl lithium), C(C=C)C1=C(OC2OCCCC2)C=CC=C1 (2-(2-allylphenoxy)tetrahydropyran), C(C)(C)OB(OC(C)C)OC(C)C (Triisopropoxy borane). Solvent: C1CCOC1 (THF). Conditions: time 10 minute. Yields the product C(C=C)C=1C(=C(C=CC1)B(O)O)O (3-Allyl-2-hydroxyphenylboronic acid). Isolated yield 21.0%. RXN SMILES: [CH2:1]([C:4]1[CH:16]=[CH:15][CH:14]=[CH:13][C:5]=1[O:6]C1CCCCO1)[CH:2]=[CH2:3].C([Li])(CC)C.C([O:25][B:26](OC(C)C)[O:27]C(C)C)(C)C>C1COCC1>[CH2:1]([C:4]1[C:5]([OH:6])=[C:13]([B:26]([OH:27])[OH:25])[CH:14]=[CH:15][CH:16]=1)[CH:2]=[CH2:3]. Reported procedure: 2-(2-allylphenoxy)tetrahydropyran (3.5 g, 16.03 mmol) was dissolved in dry THF (120 ml) and the solution cooled to −78° C. sec-Butyl lithium (1.3M in hexanes, 14.7 ml, 19.11 mmol) was added dropwise with stirring over 10 minutes, the reaction was stirred at −78° C. for 2 hours. Triisopropoxy borane (6.7 ml, 28.77 mmol) was added and stirring continued for 4 hours at −78° C. The reaction was quenched with water, acidified to pH 1 with 2N hydrochloric acid and extracted with ether (2×200 ml). The ... The reactants are C(C)OC(=O)C=1N=CC=2NC3=CC=CC(=C3C2C1)CC1=C(C=CC=C1)Cl (5-(2-chlorobenzyl)-β-carboline-3-carboxylic acid ethyl ester), C(C)(C)O (isopropanol). The reagents and catalysts are CC(C)[O-].CC(C)[O-].CC(C)[O-].CC(C)[O-].[Ti+4] (titaniumtetraisopropylate). Product: C(C)(C)OC(=O)C=1N=CC=2NC3=CC=CC(=C3C2C1)CC1=C(C=CC=C1)Cl (5-(2-Chlorobenzyl)-β-carboline-3-carboxylic acid isopropyl ester). As a reaction SMILES: [CH2:1]([O:3][C:4]([C:6]1[N:7]=[CH:8][C:9]2[NH:10][C:11]3[C:16]([C:17]=2[CH:18]=1)=[C:15]([CH2:19][C:20]1[CH:25]=[CH:24][CH:23]=[CH:22][C:21]=1[Cl:26])[CH:14]=[CH:13][CH:12]=3)=[O:5])[CH3:2].[CH:27](O)(C)C>CC([O-])C.CC([O-])C.CC([O-])C.CC([O-])C.[Ti+4]>[CH:1]([O:3][C:4]([C:6]1[N:7]=[CH:8][C:9]2[NH:10][C:11]3[C:16]([C:17]=2[CH:18]=1)=[C:15]([CH2:19][C:20]1[CH:25]=[CH:24][CH:23]=[CH:22][C:21]=1[Cl:26])[CH:14]=[CH:13][CH:12]=3)=[O:5])([CH3:27])[CH3:2] |f:2.3.4.5.6|. Procedure details: 0.2 g (0.55 mmol) of 5-(2-chlorobenzyl)-β-carboline-3-carboxylic acid ethyl ester is refluxed for 4 hours with 0.16 g (0.57 mmol) of titaniumtetraisopropylate in 50 ml of isopropanol. The solution concentrated by evaporation to half, the isopropyl ester crystallizes out during cooling. Yield 164 mg (79% of theory), melting point 258°-260° C. The reactants are CC=1N=CC2=CC=CC=C2C1 (3-methylisoquinoline), C(C1=CC=CC=C1)Br (benzyl bromide), [OH-].[Na+] (NaOH), C(C1=CC=CC=C1)N1C(C2=CC=CC=C2C=C1C)C1=CC=C(C=C1)C(F)(F)F (2-benzyl-3-methyl-1-(4-(trifluoromethyl)phenyl)-1,2-dihydroisoquinoline), C(C1=CC=CC=C1)[N+]1=C(C2=CC=CC=C2C=C1C)C1=CC=C(C=C1)C(F)(F)F (2-benzyl-3-methyl-1-(4-(trifluoromethyl)phenyl)-isoquinolinium), FC(C1=CC=C(C=C1)[Mg]Br)(F)F ((4-(trifluoromethyl)phenyl)magnesium bromide), [BH4-].[Na+] (sodium borohydride). Run in C1CCOC1 (THF), C1CCOC1 (THF), C(C)(=O)O (acetic acid). Run at temperature 70 celsius, time 16 hour. Product: C(C1=CC=CC=C1)N1C(C2=CC=CC=C2CC1C)C1=CC=C(C=C1)C(F)(F)F (2-Benzyl-3-methyl-1-(4-(trifluoromethyl)phenyl)-1,2,3,4-tetrahydro-isoquinoline). As a reaction SMILES: CC1N=CC2C(C=1)=CC=CC=2.C(Br)C1C=CC=CC=1.FC(F)(F)C1C=CC([Mg]Br)=CC=1.[CH2:32]([N:39]1[C:48]([CH3:49])=[CH:47][C:46]2[C:41](=[CH:42][CH:43]=[CH:44][CH:45]=2)[CH:40]1[C:50]1[CH:55]=[CH:54][C:53]([C:56]([F:59])([F:58])[F:57])=[CH:52][CH:51]=1)[C:33]1[CH:38]=[CH:37][CH:36]=[CH:35][CH:34]=1.C([N+]1C(C)=CC2C(=CC=CC=2)C=1C1C=CC(C(F)(F)F)=CC=1)C1C=CC=CC=1.[BH4-].[Na+].[OH-].[Na+]>C1COCC1.C(O)(=O)C>[CH2:32]([N:39]1[CH:48]([CH3:49])[CH2:47][C:46]2[C:41](=[CH:42][CH:43]=[CH:44][CH:45]=2)[CH:40]1[C:50]1[CH:51]=[CH:52][C:53]([C:56]([F:58])([F:59])[F:57])=[CH:54][CH:55]=1)[C:33]1[CH:34]=[CH:35][CH:36]=[CH:37][CH:38]=1 |f:5.6,7.8|. Procedure: To a solution of 3-methylisoquinoline (1.0 g, 6.98 mmol) in THF (6 mL) was added benzyl bromide (0.78 mL, 6.63 mmol). After the addition was completed, the mixture was heated at 70° C. under N2 for 16 h. The mixture was cooled down to RT and THF (10 mL). Then, the mixture was cooled to 0° C. and (4-(trifluoromethyl)phenyl)magnesium bromide was added, and then stirred at RT for 16 h. After quenching with saturated ammonium chloride solution, the mixture was extracted several times with EtOAc. The...